From a dataset of the Open Reaction Database (ORD), a public repository of structured organic reaction records. describe an organic reaction: reactants, conditions, products, and yield The solvent is N1=C(C=C(C=C1C)C)C (collidine). Yields the product CCC1=C(C2=CC3=C(C(=C(N3)C=C4N=C(C5=C6NC(=CC1=N2)C(=C6C(=O)C5)C)[C@H]([C@@H]4C)CCC(=O)OC)C)C=C)C (Methyl pyropheophorbide-a). Reaction SMILES: [CH3:1][CH2:2][C:3]1[C:21]2=[N:22][C:5](=[CH:6][C:7]3[NH:11][C:10]([CH:12]=[C:13]4[CH:34]([CH3:35])[CH:33]([CH2:36][CH2:37][C:38]([O:40][CH3:41])=[O:39])[C:15]([C:16]5[CH:27](C(OC)=O)[C:25](=[O:26])[C:24]6[C:17]=5[NH:18][C:19]([C:23]=6[CH3:32])=[CH:20]2)=[N:14]4)=[C:9]([CH3:42])[C:8]=3[CH:43]=[CH2:44])[C:4]=1[CH3:45]>N1C(C)=CC(C)=CC=1C>[CH3:1][CH2:2][C:3]1[C:21]2=[N:22][C:5](=[CH:6][C:7]3[NH:11][C:10]([CH:12]=[C:13]4[C@@H:34]([CH3:35])[C@H:33]([CH2:36][CH2:37][C:38]([O:40][CH3:41])=[O:39])[C:15]([C:16]5[CH2:27][C:25](=[O:26])[C:24]6[C:17]=5[NH:18][C:19]([C:23]=6[CH3:32])=[CH:20]2)=[N:14]4)=[C:9]([CH3:42])[C:8]=3[CH:43]=[CH2:44])[C:4]=1[CH3:45]. Starting materials: CCC1=C(C2=CC3=C(C(=C(N3)C=C4N=C(C5=C6NC(=CC1=N2)C(=C6C(=O)C5C(=O)OC)C)C(C4C)CCC(=O)OC)C)C=C)C (Methyl pheophorbide-a), CCC1=C(C2=CC3=C(C(=C(N3)C=C4N=C(C5=C6NC(=CC1=N2)C(=C6C(=O)C5C(=O)OC)C)C(C4C)CCC(=O)OC)C)C=C)C (methyl pheophorbide-a). Procedure details: Methyl pheophorbide-a (1, 1.0 g) was obtained from alga Spirulina destridratada by following the procedure described in K. M. Smith, D. A. Goff and D. J. Simpson, J. An. Chem. Soc., 1986, 107, 4941-4954; and R. K. Pandey, D. A. Bellnier, K. M. Smith and T. J. Dougherty, Photochem. Photobiol., 1991, 53, 65-72, both of which are incorporated herein by reference. The methyl pheophorbide-a was heated under reflux in collidine (100 ml) for 90 min during slow passage of a stream of nitrogen. See G. W.... RXN SMILES: Cl.Cl.[O:3]1[C:8]2=[CH:9][CH:10]=[CH:11][C:7]2=[CH:6][C:5]([CH:12]2[CH2:17][CH2:16][CH2:15][CH2:14][N:13]2[CH2:18][CH2:19][C@H:20]2[CH2:25][CH2:24][C@H:23]([NH2:26])[CH2:22][CH2:21]2)=[CH:4]1.[F:27][C:28]([F:39])([F:38])[C:29]1[CH:37]=[CH:36][C:32]([C:33](O)=[O:34])=[CH:31][CH:30]=1>>[O:3]1[C:8]2=[CH:9][CH:10]=[CH:11][C:7]2=[CH:6][C:5]([CH:12]2[CH2:17][CH2:16][CH2:15][CH2:14][N:13]2[CH2:18][CH2:19][C@H:20]2[CH2:21][CH2:22][C@H:23]([NH:26][C:33](=[O:34])[C:32]3[CH:36]=[CH:37][C:29]([C:28]([F:27])([F:38])[F:39])=[CH:30][CH:31]=3)[CH2:24][CH2:25]2)=[CH:4]1 |f:0.1.2|. The product is O1C=C(C=C2C1=CC=C2)C2N(CCCC2)CC[C@@H]2CC[C@H](CC2)NC(C2=CC=C(C=C2)C(F)(F)F)=O (trans-N-{4-[2-(4-Benzofuran-3-yl-piperidin-1-yl)-ethyl]-cyclohexyl}-4-trifluoromethyl-benzamide). The reactants are solid, Cl.Cl.O1C=C(C=C2C1=CC=C2)C2N(CCCC2)CC[C@@H]2CC[C@H](CC2)N (trans-4-[2-(4-benzofuran-3-yl-piperidin-1-yl)-ethyl]-cyclohexylamine dihydrochloride), Cl.Cl.O1C=C(C=C2C1=CC=C2)C2N(CCCC2)CC[C@@H]2CC[C@H](CC2)N (trans-4-[2-(4-benzofuran-3-yl-piperidin-1-yl)-ethyl]-cyclohexylamine dihydrochloride), FC(C1=CC=C(C(=O)O)C=C1)(F)F (4-trifluoromethyl-benzoic acid). Procedure: The title compound, light brown solid (98 mg, 78%), MS (ISP) m/z=499.4 [(M+H)+], mp 218° C., was prepared in accordance with the general method of example 1 from trans-4-[2-(4-benzofuran-3-yl-piperidin-1-yl)-ethyl]-cyclohexylamine dihydrochloride (intermediate A) (100 mg, 0.25 mmol) and 4-trifluoromethyl-benzoic acid. Starting materials: C1CCOC1 (THF), C(C)OC(=O)C1(CC1)O (1-hydroxy-cyclopropanecarboxylic acid ethyl ester), N1=CC=CC=C1 (pyridine), C(=O)(Cl)Cl (phosgen), product. Run in C(Cl)Cl (CH2Cl2). Yields the product ClC(=O)OC1(CC1)C(=O)OCC (1-ethoxylcarbonyl-cyclopropanyl chloroformate). As a reaction SMILES: C1COCC1.[CH2:6]([O:8][C:9]([C:11]1([OH:14])[CH2:13][CH2:12]1)=[O:10])[CH3:7].N1C=CC=CC=1.[C:21](Cl)([Cl:23])=[O:22]>C(Cl)Cl>[Cl:23][C:21]([O:14][C:11]1([C:9]([O:8][CH2:6][CH3:7])=[O:10])[CH2:13][CH2:12]1)=[O:22]. Procedure details: Step 81) A THF solution (50 mL) of 1-hydroxy-cyclopropanecarboxylic acid ethyl ester (5 g, 38.4 mmol) and pyridine (3.3 mL, 41 mmol) was added dropwise a phosgen/toleune solution (25 mL, 47.5 mmol) at 0° C. in 5-10 min. the reaction mixture was allowed slowly warm up overnite. The solid was filtered off and the filtration was concentrated in vacuo. The residue was dissolved in hexane, refiltered, and concentrated in vacuo to afford.7.4 g (100%) the product. The product was dissolved in CH2Cl2 (1... Starting materials: C(=O)(O)C(O)C(O)C(=O)O.C(C)OC(=O)[C@H]1CNCCC1 ((R)-3-piperidinecarboxylic acid ethyl ester tartrate), C([O-])([O-])=O.[K+].[K+] (potassium carbonate). Run in CC(=O)C (acetone). The product is C(C)OC(=O)C1CNCCC1 (3-piperidinecarboxylic acid ethyl ester). RXN SMILES: C(C(C(C(O)=O)O)O)(O)=O.[CH2:11]([O:13][C:14]([C@@H:16]1[CH2:21][CH2:20][CH2:19][NH:18][CH2:17]1)=[O:15])[CH3:12].C(=O)([O-])[O-].[K+].[K+]>CC(C)=O>[CH2:11]([O:13][C:14]([CH:16]1[CH2:21][CH2:20][CH2:19][NH:18][CH2:17]1)=[O:15])[CH3:12] |f:0.1,2.3.4|. Reported procedure: The organic phase was dried (MgSO4) and the solvent evaporated in vacuo affording a residue which was dissolved in acetone (85 ml). To this solution (R)-3-piperidinecarboxylic acid ethyl ester tartrate (9.0 g, 0.03 mol) and potassium carbonate (7.0 g, 0.051 mol) were added and the mixture was heated at reflux temperature for 16 h. After cooling to room temperature and filtration on filter aid (celite) the solvent was removed by evaporation. The residue was dissolved in diethyl ether (100 ml) and... Reactants: CCOC(=O)c1cnc(Br)s1, CCOC(C)=O, CC(C)(C)OC(=O)N1CCC(NC(=O)c2ncc[nH]2)C(OCc2ccccc2)C1, CCN(C(C)C)C(C)C, Cl, Cl. Yields the product CCOC(=O)c1cnc(N2CCC(NC(=O)c3ncc[nH]3)C(OCc3ccccc3)C2)s1. Reaction SMILES: [Br:46][c:47]1[s:48][c:49]([C:52](=[O:53])[O:54][CH2:55][CH3:56])[cH:50][n:51]1.[C:1]([O:2][CH2:3][CH3:4])(=[O:5])[CH3:6].[CH2:8]([c:9]1[cH:10][cH:11][cH:12][cH:13][cH:14]1)[O:15][CH:16]1[CH2:17][N:18]([C:30]([O:31][C:32]([CH3:33])([CH3:34])[CH3:35])=[O:36])[CH2:19][CH2:20][CH:21]1[NH:22][C:23](=[O:24])[c:25]1[nH:26][cH:27][cH:28][n:29]1.[CH:37]([N:38]([CH:39]([CH3:40])[CH3:41])[CH2:42][CH3:43])([CH3:44])[CH3:45].[ClH:57].[ClH:7]>>[CH2:8]([c:9]1[cH:10][cH:11][cH:12][cH:13][cH:14]1)[O:15][CH:16]1[CH2:17][N:18]([c:47]2[s:48][c:49]([C:52](=[O:53])[O:54][CH2:55][CH3:56])[cH:50][n:51]2)[CH2:19][CH2:20][CH:21]1[NH:22][C:23](=[O:24])[c:25]1[nH:26][cH:27][cH:28][n:29]1. Starting materials: O[C@@H](CNCCCCOC1=C(C=C(C=C1)[N+](=O)[O-])C1C(=C(NC(=C1C(=O)OC)C)C)C(=O)OC)COC1=CC=CC=C1 (dimethyl 4-[2-[4-[[(S)-2-hydroxy-3phenoxypropyl]amino]butoxy]-5-nitrophenyl]-2,6-dimethyl-1,4-dihydropyridine-3,5-dicarboxylate), [OH-].[Na+] (sodium hydroxide). The solvent is [N+](=O)(O)[O-] (nitric acid). Conditions: temperature 80 celsius. Product: O[C@@H](CNCCCCOC1=C(C=C(C=C1)[N+](=O)[O-])C1=C(C(=NC(=C1C(=O)OC)C)C)C(=O)OC)COC1=CC=CC=C1 (dimethyl 4-[2-[4-[[(S)-2-hydroxy-3-phenoxypropyl]amino] butoxy]-5-nitrophenyl]-2,6-dimethylpyridine-3,5-dicarboxylate). Isolated yield 48.2%. Reaction SMILES: [OH:1][C@H:2]([CH2:35][O:36][C:37]1[CH:42]=[CH:41][CH:40]=[CH:39][CH:38]=1)[CH2:3][NH:4][CH2:5][CH2:6][CH2:7][CH2:8][O:9][C:10]1[CH:15]=[CH:14][C:13]([N+:16]([O-:18])=[O:17])=[CH:12][C:11]=1[CH:19]1[C:24]([C:25]([O:27][CH3:28])=[O:26])=[C:23]([CH3:29])[NH:22][C:21]([CH3:30])=[C:20]1[C:31]([O:33][CH3:34])=[O:32].[OH-].[Na+]>[N+]([O-])(O)=O>[OH:1][C@H:2]([CH2:35][O:36][C:37]1[CH:38]=[CH:39][CH:40]=[CH:41][CH:42]=1)[CH2:3][NH:4][CH2:5][CH2:6][CH2:7][CH2:8][O:9][C:10]1[CH:15]=[CH:14][C:13]([N+:16]([O-:18])=[O:17])=[CH:12][C:11]=1[C:19]1[C:24]([C:25]([O:27][CH3:28])=[O:26])=[C:23]([CH3:29])[N:22]=[C:21]([CH3:30])[C:20]=1[C:31]([O:33][CH3:34])=[O:32] |f:1.2|. Procedure details: In 100 ml of 2N nitric acid under vigorously stirring was suspended 10 g of dimethyl 4-[2-[4-[[(S)-2-hydroxy-3phenoxypropyl]amino]butoxy]-5-nitrophenyl]-2,6-dimethyl-1,4-dihydropyridine-3,5-dicarboxylate and the suspension heated at 80° C. for one hour. After cooling, the reaction mixture was made alkaline with a 10% sodium hydroxide aqueous solution and extracted with chloroform. The extract was dried over anhydrous magnesium sulfate and the solvent distilled off under reduced pressure. The res... The product is CS(=O)(=O)N1CCN(Cc2nc3c(N4CCOCC4)nc(Cl)nc3s2)CC1. As a reaction SMILES: [C:42]([O:43][BH-:44]([O:45][C:46](=[O:47])[CH3:48])[O:49][C:50](=[O:51])[CH3:52])(=[O:53])[CH3:54].[CH3:20][S:21](=[O:22])(=[O:23])[N:24]1[CH2:25][CH2:26][NH:27][CH2:28][CH2:29]1.[CH3:31][C:32](=[O:33])[O-:34].[CH3:35][O:36][CH:37]([O:38][CH3:39])[O:40][CH3:41].[Cl:1][c:2]1[n:3][c:4]([N:13]2[CH2:14][CH2:15][O:16][CH2:17][CH2:18]2)[c:5]2[c:6]([n:7]1)[s:8][c:9]([CH:11]=[O:12])[n:10]2.[Cl:56][CH:57]([Cl:58])[CH3:59].[ClH:19].[Na+:30].[Na+:55]>>[Cl:1][c:2]1[n:3][c:4]([N:13]2[CH2:14][CH2:15][O:16][CH2:17][CH2:18]2)[c:5]2[c:6]([n:7]1)[s:8][c:9]([CH2:11][N:27]1[CH2:26][CH2:25][N:24]([S:21]([CH3:20])(=[O:22])=[O:23])[CH2:29][CH2:28]1)[n:10]2. Starting materials: CC(=O)O[BH-](OC(C)=O)OC(C)=O, CS(=O)(=O)N1CCNCC1, CC(=O)[O-], COC(OC)OC, O=Cc1nc2c(N3CCOCC3)nc(Cl)nc2s1, CC(Cl)Cl, Cl, [Na+], [Na+].